The task is: describe an organic reaction: reactants, conditions, products, and yield. This data is from the Open Reaction Database (ORD), a public repository of structured organic reaction records. Reactants: Cc1ccc(S(=O)(=O)OCC2CCc3ccc(S(C)(=O)=O)cc3O2)cc1, CCNC, CC(C)(C)CNCC1COc2ccc(S(C)(=O)=O)cc2O1. Product: CCN(C)CC1CCc2ccc(S(C)(=O)=O)cc2O1. RXN SMILES: [CH3:1][c:2]1[cH:3][cH:4][c:5]([S:6]([O:7][CH2:12][CH:13]2[O:14][c:15]3[cH:16][c:17]([S:23](=[O:24])(=[O:25])[CH3:26])[cH:18][cH:19][c:20]3[CH2:21][CH2:22]2)(=[O:8])=[O:9])[cH:10][cH:11]1.[CH3:27][NH:28][CH2:29][CH3:30].[CH3:31][C:32]([CH3:33])([CH3:34])[CH2:35][NH:36][CH2:37][CH:38]1[O:39][c:40]2[cH:41][c:42]([S:43]([CH3:44])(=[O:45])=[O:46])[cH:47][cH:48][c:49]2[O:50][CH2:51]1>>[CH2:12]([CH:13]1[O:14][c:15]2[cH:16][c:17]([S:23](=[O:24])(=[O:25])[CH3:26])[cH:18][cH:19][c:20]2[CH2:21][CH2:22]1)[N:28]([CH3:27])[CH2:29][CH3:30].